This data is from the Open Reaction Database (ORD), a public repository of structured organic reaction records. The task is: describe an organic reaction: reactants, conditions, products, and yield Reactants: [Al+3], [BH4-], CCCCCCCCCCC(=O)Cl, [Cl-], [Cl-], [Cl-], Cl, [Na+], CCOC(=O)Cc1ccccc1. Product: CCCCCCCCCCC(O)c1ccc(CC(=O)OCC)cc1. Reaction SMILES: [Al+3:14].[BH4-:30].[C:17]([CH2:18][CH2:19][CH2:20][CH2:21][CH2:22][CH2:23][CH2:24][CH2:25][CH2:26][CH3:27])(=[O:28])[Cl:29].[Cl-:13].[Cl-:15].[Cl-:16].[ClH:32].[Na+:31].[c:1]1([CH2:7][C:8](=[O:9])[O:10][CH2:11][CH3:12])[cH:2][cH:3][cH:4][cH:5][cH:6]1>>[c:1]1([CH2:7][C:8](=[O:9])[O:10][CH2:11][CH3:12])[cH:2][cH:3][c:4]([CH:17]([CH2:18][CH2:19][CH2:20][CH2:21][CH2:22][CH2:23][CH2:24][CH2:25][CH2:26][CH3:27])[OH:28])[cH:5][cH:6]1. RXN SMILES: [CH2:35]1[O:36][CH2:37][CH2:38][CH2:39]1.[CH3:23][O:24][c:25]1[cH:26][c:27]([S:31](=[O:32])(=[O:33])[Cl:34])[cH:28][cH:29][cH:30]1.[CH3:40][CH2:41][O:42][C:43](=[O:44])[CH3:45].[Cl:1][c:2]1[cH:3][c:4]([CH2:9][c:10]2[c:11]([Cl:16])[cH:12][cH:13][cH:14][cH:15]2)[c:5]([NH2:8])[cH:6][cH:7]1.[cH:17]1[cH:18][cH:19][n:20][cH:21][cH:22]1>>[Cl:1][c:2]1[cH:3][c:4]([CH2:9][c:10]2[c:11]([Cl:16])[cH:12][cH:13][cH:14][cH:15]2)[c:5]([NH:8][S:31]([c:27]2[cH:26][c:25]([O:24][CH3:23])[cH:30][cH:29][cH:28]2)(=[O:32])=[O:33])[cH:6][cH:7]1. Starting materials: C1CCOC1, COc1cccc(S(=O)(=O)Cl)c1, CCOC(C)=O, Nc1ccc(Cl)cc1Cc1ccccc1Cl, c1ccncc1. The product is COc1cccc(S(=O)(=O)Nc2ccc(Cl)cc2Cc2ccccc2Cl)c1. The reactants are C(C=C)C1C(C=CC1(C)O)=O (2-allyl-3-hydroxy-3-methyl-4-cyclopentenone), C(C)(=O)[O-].[Na+] (sodium acetate). Run in C(C)(=O)O (acetic acid), C(C)(=O)O (acetic acid). Yields the product C(C)(=O)OC1C(=C(C(C1)=O)CC=C)C (4-acetoxy-2-allyl-3-methyl-2-cyclopentenone). Isolated yield 390.7%. As a reaction SMILES: [CH2:1]([CH:4]1[C:8](O)([CH3:9])[CH:7]=[CH:6][C:5]1=[O:11])[CH:2]=[CH2:3].[C:12]([O-:15])(=[O:14])[CH3:13].[Na+]>C(O)(=O)C>[C:12]([O:15][CH:7]1[CH2:6][C:5](=[O:11])[C:4]([CH2:1][CH:2]=[CH2:3])=[C:8]1[CH3:9])(=[O:14])[CH3:13] |f:1.2|. Reported procedure: In the same apparatus as in Example 1, 2-allyl-3-hydroxy-3-methyl-4-cyclopentenone (15.2 g), acetic acid (45 ml) and sodium acetate (2 g) were charged and heated to reflux for 7 hours. After the completion of the reaction, acetic acid was evaporated off under reduced pressure. The residue was extracted with toluene (60 ml) and water (40 ml) and treated as in Example 1 to obtain 4-acetoxy-2-allyl-3-methyl-2-cyclopentenone (18.5 g). Yield, 95.3%. B.P., 100°-110° C./0.1-0.3 mmHg. Reactants: C(C)ON=C(C(=O)OCC)C=1N=C(SC1)O (ethyl α-ethoxyimino-(2-hydroxythiazol-4-yl)acetate), Cl (HCl), C(C)O (ethanol), [OH-].[K+] (KOH). The solvent is O (water). Yields the product C(C)ON=C(C(=O)O)C=1N=C(SC1)O (α-ethoxyimino-(2-hydroxythiazol-4-yl)acetic acid). RXN SMILES: [CH2:1]([O:3][N:4]=[C:5]([C:11]1[N:12]=[C:13]([OH:16])[S:14][CH:15]=1)[C:6]([O:8]CC)=[O:7])[CH3:2].C(O)C.[OH-].[K+].Cl>O>[CH2:1]([O:3][N:4]=[C:5]([C:11]1[N:12]=[C:13]([OH:16])[S:14][CH:15]=1)[C:6]([OH:8])=[O:7])[CH3:2] |f:2.3|. Reported procedure: To a solution of 10 g. of ethyl α-ethoxyimino-(2-hydroxythiazol-4-yl)acetate in 30 ml. of ethanol is added a solution of 11.47 g. of KOH in 50 ml. of water at room temperature and the mixture is stirred for 25 minutes. The reaction mixture is condensed under reduced pressure and is made acidic with 10% aq. HCl. Ethyl acetate extract of the reaction mixture is extracted with 10% aq.NaHCO3. The aqueous layer is then made acidic with 10% aq.HCl and extracted again with ethyl acetate. From the ethyl... Starting materials: COC(C(CC1=CC=C(C=C1)OCCBr)NC1=C(C=CC=C1)C(C1=C(C=CC=C1)C)=O)=O (2-[(2-(2-methylbenzoyl)phenyl)amino]-3-[4-(2-bromoethoxy)-phenyl]-propionic acid methyl ester), C1=CC=CC=2C3=CC=CC=C3NC12 (carbazole), [OH-].[Na+] (NaOH). Reagents/catalysts: [Br-].C(CCC)[N+](CCCC)(CCCC)CCCC (tetrabutyl ammonium bromide). Solvent: C1=CC=CC=C1 (benzene), C1=CC=CC=C1 (benzene). Yields the product CC1=C(C(=O)C2=C(C=CC=C2)NC(C(=O)O)CC2=CC=C(C=C2)OCCC2=CC=CC=3C4=CC=CC=C4NC23)C=CC=C1 (2-[(2-(2-methylbenzoyl)phenyl)amino]-3-[4-(2-carbazolylethoxy)-phenyl]-propionic acid). Yield: 39.5%. Reaction SMILES: C[O:2][C:3](=[O:32])[CH:4]([NH:16][C:17]1[CH:22]=[CH:21][CH:20]=[CH:19][C:18]=1[C:23](=[O:31])[C:24]1[CH:29]=[CH:28][CH:27]=[CH:26][C:25]=1[CH3:30])[CH2:5][C:6]1[CH:11]=[CH:10][C:9]([O:12][CH2:13][CH2:14]Br)=[CH:8][CH:7]=1.[CH:33]1[C:45]2[NH:44][C:43]3[C:38](=[CH:39][CH:40]=[CH:41][CH:42]=3)[C:37]=2[CH:36]=[CH:35][CH:34]=1.[OH-].[Na+]>C1C=CC=CC=1.[Br-].C([N+](CCCC)(CCCC)CCCC)CCC>[CH3:30][C:25]1[CH:26]=[CH:27][CH:28]=[CH:29][C:24]=1[C:23]([C:18]1[CH:19]=[CH:20][CH:21]=[CH:22][C:17]=1[NH:16][CH:4]([CH2:5][C:6]1[CH:7]=[CH:8][C:9]([O:12][CH2:13][CH2:14][C:42]2[C:43]3[NH:44][C:45]4[C:37](=[CH:36][CH:35]=[CH:34][CH:33]=4)[C:38]=3[CH:39]=[CH:40][CH:41]=2)=[CH:10][CH:11]=1)[C:3]([OH:2])=[O:32])=[O:31] |f:2.3,5.6|. Reported procedure: To a solution of 2-[(2-(2-methylbenzoyl)phenyl)amino]-3-[4-(2-bromoethoxy)-phenyl]-propionic acid methyl ester (0.24 g, 0.49 mmol) and carbazole (0.082 g, 0.49 mmol) in benzene (10 ml) is added tetrabutyl ammonium bromide (0.08 g) and 50% NaOH aqueous solution (0.084 g, 1.08 mmol), then the mixture is heated to reflux for 10 h. After cooled, benzene (30 ml) is added, and the mixture is washed with water (3×30 ml). Then the solvent is evaporated under a vacuum. The crude product is purified by si... The reactants are FC1=C(C#N)C(=CC=C1C=O)I (2-fluoro-3-formyl-6-iodobenzonitrile), [BH4-].[Na+] (NaBH4), CC(=O)C (Acetone). Run in CO (MeOH). Run at temperature 0 celsius, time 1 hour. Yields the product FC1=C(C#N)C(=CC=C1CO)I (2-fluoro-3-(hydroxymethyl)-6-iodobenzonitrile). Yield: 63.0%. As a reaction SMILES: [F:1][C:2]1[C:9]([CH:10]=[O:11])=[CH:8][CH:7]=[C:6]([I:12])[C:3]=1[C:4]#[N:5].[BH4-].[Na+].CC(C)=O>CO>[F:1][C:2]1[C:9]([CH2:10][OH:11])=[CH:8][CH:7]=[C:6]([I:12])[C:3]=1[C:4]#[N:5] |f:1.2|. Reported procedure: A solution of Example 220A (5.0 g, 18 mmol) in MeOH (100 mL) at 0° C. was treated with NaBH4 (822 mg, 22 mmol) and the mixture was stirred for 1 h at 0° C. Acetone was added and the mixture was stirred for 5 min, then concentrated to dryness. The residue was partitioned between H2O and EtOAc. The extracts were washed with brine, dried (MgSO4) and concentrated. The residue was purified by flash chromatography on silica gel, eluting with 3:2 hexanes/EtOAc to give the desired product (3.14 g). Rf=0... The reactants are C(=O)(O)[O-].[Na+] (NaHCO3), N[C@H](C(=O)N1CCN(CC1)C(C1=CC=C(C=C1)F)C1=CC=C(C=C1)F)CC(C)C ((S)-2-Amino-1-{4-[bis-(4-fluoro-phenyl)-methyl]-piperazin-1-yl}-4-methyl-pentan-1-one), C(C)(C)(C)OC1=CC=C(C=O)C=C1 (4-(tert-butoxy)benzaldehyde), C(C)(=O)O[BH-](OC(C)=O)OC(C)=O.[Na+] (sodium triacetoxyborohydride). The solvent is hexanes, CCOC(=O)C (EtOAc), C(Cl)Cl (CH2Cl2). Reaction conditions: time 30 minute. The product is FC1=CC=C(C=C1)C(N1CCN(CC1)C([C@H](CC(C)C)NCC1=CC=C(C=C1)OC(C)(C)C)=O)C1=CC=C(C=C1)F ((S)-1-{4-[Bis-(4-fluoro-phenyl)-methyl]-piperazin-1-yl}-2-(4-tert-butoxy-benzylamino)-4-methyl-pentan-1-one). The yield is 44.1%. Reaction SMILES: [NH2:1][C@@H:2]([CH2:26][CH:27]([CH3:29])[CH3:28])[C:3]([N:5]1[CH2:10][CH2:9][N:8]([CH:11]([C:19]2[CH:24]=[CH:23][C:22]([F:25])=[CH:21][CH:20]=2)[C:12]2[CH:17]=[CH:16][C:15]([F:18])=[CH:14][CH:13]=2)[CH2:7][CH2:6]1)=[O:4].[C:30]([O:34][C:35]1[CH:42]=[CH:41][C:38]([CH:39]=O)=[CH:37][CH:36]=1)([CH3:33])([CH3:32])[CH3:31].C(O[BH-](OC(=O)C)OC(=O)C)(=O)C.[Na+].C([O-])(O)=O.[Na+]>C(Cl)Cl.CCOC(C)=O>[F:18][C:15]1[CH:14]=[CH:13][C:12]([CH:11]([C:19]2[CH:20]=[CH:21][C:22]([F:25])=[CH:23][CH:24]=2)[N:8]2[CH2:7][CH2:6][N:5]([C:3](=[O:4])[C@@H:2]([NH:1][CH2:39][C:38]3[CH:41]=[CH:42][C:35]([O:34][C:30]([CH3:33])([CH3:32])[CH3:31])=[CH:36][CH:37]=3)[CH2:26][CH:27]([CH3:29])[CH3:28])[CH2:10][CH2:9]2)=[CH:17][CH:16]=1 |f:2.3,4.5|. Procedure details: (S)-2-Amino-1-{4-[bis-(4-fluoro-phenyl)-methyl]-piperazin-1-yl}4-methyl-pentan-1-one (0.500 g, 1.25 mmol, Example 53) and 4-(tert-butoxy)benzaldehyde (0.229 mL, 1.25 mmol, Lancaster) were mixed in CH2Cl2 (6 mL). After stirring at ambient temperature under nitrogen atmosphere for 30 minutes, the solution was cooled to 0° C. in an ice-water bath. To this solution was added sodium triacetoxyborohydride (0.396 g, 1.87 mmol). The resulting reaction mixture was stirred for, in succession, 30 minutes a...